Dataset: the Open Reaction Database (ORD), a public repository of structured organic reaction records. Task: describe an organic reaction: reactants, conditions, products, and yield Reactants: BrCCCCCCCCC1=CC=C(C(=O)NCC=2C(=C3C(=NC2CC)N(N=C3)CC)NC3CCOCC3)C=C1 (4-(8-bromooctyl)-N-{[1,6-diethyl-4-(tetrahydro-2H-pyran-4-ylamino)-1H-pyrazolo[3,4-b]pyridin-5-yl]methyl}benzamide), BrCCCCCCCCC1=CC=C(C(=O)NCC=2C(=C3C(=NC2CC)N(N=C3)CC)NC3CCOCC3)C=C1 (4-(8-bromooctyl)-N-{[1,6-diethyl-4-(tetrahydro-2H-pyran-4-ylamino)-1H-pyrazolo[3,4-b]pyridin-5-yl]methyl}benzamide), N1CCOCC1 (morpholine), C(C)(C)N(C(C)C)CC (N,N-diisopropylethylamine). Solvent: CN(C=O)C (N,N-dimethylformamide). Reaction conditions: temperature 60 celsius. Yields the product C(C)N1N=CC=2C1=NC(=C(C2NC2CCOCC2)CNC(C2=CC=C(C=C2)CCCCCCCCN2CCOCC2)=O)CC (N-{[1,6-diethyl-4-(tetrahydro-2H-pyran-4-ylamino)-1H-pyrazolo[3,4-b]pyridin-5-yl]methyl}-4-[8-(4-morpholinyl)octyl]benzamide). Yield: 30.3%. RXN SMILES: Br[CH2:2][CH2:3][CH2:4][CH2:5][CH2:6][CH2:7][CH2:8][CH2:9][C:10]1[CH:39]=[CH:38][C:13]([C:14]([NH:16][CH2:17][C:18]2[C:19]([NH:31][CH:32]3[CH2:37][CH2:36][O:35][CH2:34][CH2:33]3)=[C:20]3[CH:28]=[N:27][N:26]([CH2:29][CH3:30])[C:21]3=[N:22][C:23]=2[CH2:24][CH3:25])=[O:15])=[CH:12][CH:11]=1.[NH:40]1[CH2:45][CH2:44][O:43][CH2:42][CH2:41]1.C(N(CC)C(C)C)(C)C>CN(C)C=O>[CH2:29]([N:26]1[C:21]2=[N:22][C:23]([CH2:24][CH3:25])=[C:18]([CH2:17][NH:16][C:14](=[O:15])[C:13]3[CH:38]=[CH:39][C:10]([CH2:9][CH2:8][CH2:7][CH2:6][CH2:5][CH2:4][CH2:3][CH2:2][N:40]4[CH2:45][CH2:44][O:43][CH2:42][CH2:41]4)=[CH:11][CH:12]=3)[C:19]([NH:31][CH:32]3[CH2:37][CH2:36][O:35][CH2:34][CH2:33]3)=[C:20]2[CH:28]=[N:27]1)[CH3:30]. Reported procedure: A solution of 4-(8-bromooctyl)-N-{[1,6-diethyl-4-(tetrahydro-2H-pyran-4-ylamino)-1H-pyrazolo[3,4-b]pyridin-5-yl]methyl}benzamide (36.3 mg, 0.06 mmol, e.g. which can be as prepared in Intermediate 41) in N,N-dimethylformamide (6 ml) was treated with morpholine (0.021 ml, 0.24 mmol) and N,N-diisopropylethylamine (0.042 ml, 0.24 mmol) and heated at 60° C. for 16 hours. The solvent was evaporated and the residue purified by mass directed preparative HPLC (Method A). Fractions containing product were...